The task is: describe an organic reaction: reactants, conditions, products, and yield. This data is from the Open Reaction Database (ORD), a public repository of structured organic reaction records. As a reaction SMILES: [Cl:1][C:2]1[CH:7]=[CH:6][C:5]([N:8]2[CH2:13][CH2:12][NH:11][CH2:10][CH2:9]2)=[CH:4][CH:3]=1.[CH2:14]1[CH2:20][S:17](=[O:19])(=[O:18])[O:16][CH2:15]1>CC(C)=O>[Cl:1][C:2]1[CH:3]=[CH:4][C:5]([N:8]2[CH2:13][CH2:12][N:11]([CH2:15][CH2:14][CH2:20][S:17]([OH:19])(=[O:18])=[O:16])[CH2:10][CH2:9]2)=[CH:6][CH:7]=1. Procedure details: To a solution of 1-(4-chlorophenyl)piperazine (1.62 g, 8.2 mmol) in acetone (20 mL) was added 1,3-propane sultone (1.06 g, 8.6 mmol). The mixture was stirred at reflux for 2 h. The reaction mixture was cooled to room temperature. The solid was collected by filtration, washed with acetone (2×25 mL) and dried in vacuo. This allowed the isolation of compound L, 2.11 g (81%). Reactants: ClC1=CC=C(C=C1)N1CCNCC1 (1-(4-chlorophenyl)piperazine), C1COS(=O)(=O)C1 (1,3-propane sultone). The product is ClC1=CC=C(C=C1)N1CCN(CC1)CCCS(=O)(=O)O (3-[4-(4-chlorophenyl)piperazin-1-yl]-1-propanesulfonic acid). The solvent is CC(=O)C (acetone). Reactants: ClC=1C=C(C(=O)NC2=CC(=CC(=C2)OC=2C=NC=CC2)[N+](=O)[O-])C=CC1 (3-chloro-N-(3-nitro-5-(pyridin-3-yloxy)phenyl) benzamide), [OH-].[Na+] (NaOH). Reagents/catalysts: [Zn] (zinc), [Zn] (zinc). Solvent: Cl (HCl), CO (MeOH). Run at time 1 hour. Product: NC=1C=C(C=C(C1)OC=1C=NC=CC1)NC(C1=CC(=CC=C1)Cl)=O (N-(3-Amino-5-(pyridin-3-yloxy)phenyl)-3-chlorobenzamide). Yield: 85.1%. RXN SMILES: [Cl:1][C:2]1[CH:3]=[C:4]([CH:24]=[CH:25][CH:26]=1)[C:5]([NH:7][C:8]1[CH:13]=[C:12]([O:14][C:15]2[CH:16]=[N:17][CH:18]=[CH:19][CH:20]=2)[CH:11]=[C:10]([N+:21]([O-])=O)[CH:9]=1)=[O:6].[OH-].[Na+]>Cl.CO.[Zn]>[NH2:21][C:10]1[CH:9]=[C:8]([NH:7][C:5](=[O:6])[C:4]2[CH:24]=[CH:25][CH:26]=[C:2]([Cl:1])[CH:3]=2)[CH:13]=[C:12]([O:14][C:15]2[CH:16]=[N:17][CH:18]=[CH:19][CH:20]=2)[CH:11]=1 |f:1.2|. Procedure: Compound 1 (710 mg, 1.92 mmol, 1.00 eq) was dissolved in 1N HCl in MeOH (22 mL) and zinc (377 mg, 5.77 mmol, 3.00 eq) was added. The reaction was stirred for 1 hour and additional zinc (251 mg, 3.84 mmol, 2.00 eq) was added to drive the reaction to completion as determined by TLC. The reaction was neutralized with 1N NaOH, filtered and extracted with CH2Cl2 (3×). The combined organics were dried (MgSO4), filtered and concentrated in vacuo. Purification by flash chromatography on silica gel affor... Starting materials: CC(C)(C)O, ClCCCl, CC12CC(F)C3C(CCC4=CC(=O)CCC43C)C1CCC2=O, Cc1ccc(S(=O)(=O)O)cc1. Product: CC12CC(F)C3C(C=CC4=CC(=O)CCC43C)C1CCC2=O. As a reaction SMILES: [C:23]([OH:24])([CH3:25])([CH3:26])[CH3:27].[CH2:39]([Cl:40])[CH2:41][Cl:42].[F:1][CH:2]1[CH:3]2[C:4]3([CH3:22])[CH2:5][CH2:6][C:7](=[O:21])[CH:8]=[C:9]3[CH2:10][CH2:11][CH:12]2[CH:13]2[CH2:14][CH2:15][C:16](=[O:20])[C:17]2([CH3:18])[CH2:19]1.[c:28]1([CH3:29])[cH:30][cH:31][c:32]([S:33]([OH:34])(=[O:35])=[O:36])[cH:37][cH:38]1>>[F:1][CH:2]1[CH:3]2[C:4]3([CH3:22])[CH2:5][CH2:6][C:7](=[O:21])[CH:8]=[C:9]3[CH:10]=[CH:11][CH:12]2[CH:13]2[CH2:14][CH2:15][C:16](=[O:20])[C:17]2([CH3:18])[CH2:19]1.